Task: describe an organic reaction: reactants, conditions, products, and yield. Dataset: the Open Reaction Database (ORD), a public repository of structured organic reaction records Starting materials: CS(=O)(=O)Nc1cc(C(O)CBr)ccc1OCc1ccccc1, CC(C)=O, [I-], [Na+]. The product is CS(=O)(=O)Nc1cc(C(O)CI)ccc1OCc1ccccc1. RXN SMILES: [Br:1][CH2:2][CH:3]([OH:4])[c:5]1[cH:6][c:7]([NH:19][S:20](=[O:21])(=[O:22])[CH3:23])[c:8]([O:11][CH2:12][c:13]2[cH:14][cH:15][cH:16][cH:17][cH:18]2)[cH:9][cH:10]1.[CH3:26][C:27](=[O:28])[CH3:29].[I-:24].[Na+:25]>>[CH2:2]([CH:3]([OH:4])[c:5]1[cH:6][c:7]([NH:19][S:20](=[O:21])(=[O:22])[CH3:23])[c:8]([O:11][CH2:12][c:13]2[cH:14][cH:15][cH:16][cH:17][cH:18]2)[cH:9][cH:10]1)[I:24]. Starting materials: C(C)OC(=O)C1(CC1)C1=CC=C(C=C1)C1=CC=C(C=C1)C1=C(C(=NO1)C)CBr (1-[4′-(4-bromomethyl-3-methyl-isoxazol-5-yl)-biphenyl-4-yl]-cyclopropanecarboxylic acid ethyl ester), C1(=CC=CC=C1)CC(C)O (1-phenyl-propan-2-ol). Product: CC1=NOC(=C1COC(CC1=CC=CC=C1)C)C1=CC=C(C=C1)C1=CC=C(C=C1)C1(CC1)C(=O)O (1-{4′-[3-Methyl-4-(1-methyl-2-phenyl-ethoxymethyl)-isoxazol-5-yl]-biphenyl-4-yl}-cyclopropanecarboxylic acid). As a reaction SMILES: C([O:3][C:4]([C:6]1([C:9]2[CH:14]=[CH:13][C:12]([C:15]3[CH:20]=[CH:19][C:18]([C:21]4[O:25][N:24]=[C:23]([CH3:26])[C:22]=4[CH2:27]Br)=[CH:17][CH:16]=3)=[CH:11][CH:10]=2)[CH2:8][CH2:7]1)=[O:5])C.[C:29]1([CH2:35][CH:36]([OH:38])[CH3:37])[CH:34]=[CH:33][CH:32]=[CH:31][CH:30]=1>>[CH3:26][C:23]1[C:22]([CH2:27][O:38][CH:36]([CH3:37])[CH2:35][C:29]2[CH:34]=[CH:33][CH:32]=[CH:31][CH:30]=2)=[C:21]([C:18]2[CH:17]=[CH:16][C:15]([C:12]3[CH:13]=[CH:14][C:9]([C:6]4([C:4]([OH:3])=[O:5])[CH2:8][CH2:7]4)=[CH:10][CH:11]=3)=[CH:20][CH:19]=2)[O:25][N:24]=1. Procedure: Prepared according to the procedure described in Example 17, Step 2, using 1-[4′-(4-bromomethyl-3-methyl-isoxazol-5-yl)-biphenyl-4-yl]-cyclopropanecarboxylic acid ethyl ester and 1-phenyl-propan-2-ol. Reactants: ClC1=NC=C(C=C1)[N+](=O)[O-] (2-Chloro-5-nitropyridine), C(=O)(OC(C)(C)C)N1CCNCC1 (1-Boc-piperazine), TEA. Run in CC#N (MeCN). Reaction conditions: temperature 140 celsius. The product is C(C)(C)(C)OC(=O)N1CCN(CC1)C1=NC=C(C=C1)[N+](=O)[O-] (4-(5-Nitro-pyridin-2-yl)-piperazine-1-carboxylic acid tert-butyl ester). Isolated yield 94.8%. As a reaction SMILES: Cl[C:2]1[CH:7]=[CH:6][C:5]([N+:8]([O-:10])=[O:9])=[CH:4][N:3]=1.[C:11]([N:18]1[CH2:23][CH2:22][NH:21][CH2:20][CH2:19]1)([O:13][C:14]([CH3:17])([CH3:16])[CH3:15])=[O:12]>CC#N>[C:14]([O:13][C:11]([N:18]1[CH2:23][CH2:22][N:21]([C:2]2[CH:7]=[CH:6][C:5]([N+:8]([O-:10])=[O:9])=[CH:4][N:3]=2)[CH2:20][CH2:19]1)=[O:12])([CH3:17])([CH3:15])[CH3:16]. Procedure details: 5-Nitro-2-chloropyridine (21) (350 mg, 2.21 mmol) and 1-Boc-piperazine (430 mg, 2.31 mmol) were dissolved in MeCN (3.6 mL). TEA (400 μL, 2.87 mmol) was added and the mixture heated at 140° C. in the microwave (250 W, stirring) for 30 minutes. The solvent was evaporated in vacuo and the residue dissolved in DCM (75 mL). The solution was washed with 0.5N HCl (2×20 mL) and the organic phase washed with saturated brine solution (40 mL), then dried (MgSO4), filtered and the solvent evaporated in vacu... Starting materials: CN, ClCCl, O=C(Cl)Cc1c(F)cccc1F. The product is CNC(=O)Cc1c(F)cccc1F. As a reaction SMILES: [CH3:1][NH2:2].[Cl:15][CH2:16][Cl:17].[F:3][c:4]1[c:5]([CH2:11][C:12](=[O:13])[Cl:14])[c:6]([F:10])[cH:7][cH:8][cH:9]1>>[CH3:1][NH:2][C:12]([CH2:11][c:5]1[c:4]([F:3])[cH:9][cH:8][cH:7][c:6]1[F:10])=[O:13].